Dataset: the Open Reaction Database (ORD), a public repository of structured organic reaction records. Task: describe an organic reaction: reactants, conditions, products, and yield The reactants are CCC1(CO)COC(C)(C)OC1, CO, Cl, Cc1ccc(S(=O)(=O)O)cc1. Yields the product CCC(CO)(CO)CO. Reaction SMILES: [CH3:1][C:2]1([CH3:12])[O:3][CH2:4][C:5]([CH2:8][OH:9])([CH2:10][CH3:11])[CH2:6][O:7]1.[CH3:25][OH:26].[ClH:13].[c:14]1([CH3:15])[cH:16][cH:17][c:18]([S:19]([OH:20])(=[O:21])=[O:22])[cH:23][cH:24]1>>[OH:3][CH2:4][C:5]([CH2:6][OH:7])([CH2:8][OH:9])[CH2:10][CH3:11]. Reactants: C1(CC1)NC(C1=CC(=C(C=C1)C)N1C2=NC=NC(=C2N=C1)C1=CC=C(C=C1)CO)=O (N-cyclopropyl-3-[6-(4-hydroxymethyl-phenyl)-purin-9-yl]-4-methyl-benzamide), C(Br)(Br)(Br)Br (carbon tetrabromide), C1(=CC=CC=C1)P(C1=CC=CC=C1)C1=CC=CC=C1 (triphenylphosphine). The solvent is ClCCl (dichloromethane). Yields the product BrCC1=CC=C(C=C1)C1=C2N=CN(C2=NC=N1)C=1C=C(C(=O)NC2CC2)C=CC1C (3-[6-(4-Bromomethyl-phenyl)-purin-9-yl]-N-cyclopropyl-4-methyl-benzamide). As a reaction SMILES: [CH:1]1([NH:4][C:5](=[O:30])[C:6]2[CH:11]=[CH:10][C:9]([CH3:12])=[C:8]([N:13]3[CH:21]=[N:20][C:19]4[C:14]3=[N:15][CH:16]=[N:17][C:18]=4[C:22]3[CH:27]=[CH:26][C:25]([CH2:28]O)=[CH:24][CH:23]=3)[CH:7]=2)[CH2:3][CH2:2]1.C(Br)(Br)(Br)[Br:32].C1(P(C2C=CC=CC=2)C2C=CC=CC=2)C=CC=CC=1>ClCCl>[Br:32][CH2:28][C:25]1[CH:26]=[CH:27][C:22]([C:18]2[N:17]=[CH:16][N:15]=[C:14]3[C:19]=2[N:20]=[CH:21][N:13]3[C:8]2[CH:7]=[C:6]([CH:11]=[CH:10][C:9]=2[CH3:12])[C:5]([NH:4][CH:1]2[CH2:3][CH2:2]2)=[O:30])=[CH:23][CH:24]=1. Procedure: To a mixture of N-cyclopropyl-3-[6-(4-hydroxymethyl-phenyl)-purin-9-yl]-4-methyl-benzamide (58 mg, 0.145 mmol, see example 4C-3 1) in dichloromethane (0.5 ml) was added carbon tetrabromide (58 mg, 0.175 mmol) then triphenylphosphine (47 mg, 0.179 mmol). The mixture was stirred at RT for an hour, then purified by a column eluting with EtOAc/Hex. (1:1) to give the desired product as a crude (88 mg, 0.19 mmol, 63%). Reactants: [H][H] (hydrogen), [H][H] (hydrogen), C1(=CC=CC=C1)CCNC1=CC=C(C=C1)[N+](=O)[O-] (N-(2-phenylethyl)-p-nitroaniline). Reagents/catalysts: [Pd] (palladium on carbon). The solvent is CO (methanol). Product: C1(=CC=CC=C1)CCNC1=CC=C(C=C1)N (N-(2-phenylethyl)-p-phenylenediamine). Reaction SMILES: [C:1]1([CH2:7][CH2:8][NH:9][C:10]2[CH:15]=[CH:14][C:13]([N+:16]([O-])=O)=[CH:12][CH:11]=2)[CH:6]=[CH:5][CH:4]=[CH:3][CH:2]=1.[H][H]>[Pd].CO>[C:1]1([CH2:7][CH2:8][NH:9][C:10]2[CH:11]=[CH:12][C:13]([NH2:16])=[CH:14][CH:15]=2)[CH:2]=[CH:3][CH:4]=[CH:5][CH:6]=1. Reported procedure: A mixture of 15 g. of N-(2-phenylethyl)-p-nitroaniline, 100 ml. of methanol, and 2.5 g. of 10% palladium on carbon catalyst is shaken under 1 to 2 atmospheres of hydrogen until uptake of the hydrogen ceases. The resultant reaction mixture is filtered through celite and washed with methanol. The filtrate is concentrated in vacuo to yield the product, N-(2-phenylethyl)-p-phenylenediamine, as an oil which can be converted to the dihydrochloride, m.p. 247°C. by bubbling hydrogen chloride gas through... The reactants are C[O-], CO, Cc1cc(-c2cccc(C(F)(F)F)c2)c(Cl)nc1C(=O)N1CCC(N2CCCC2)CC1, [Na+]. Product: COc1nc(C(=O)N2CCC(N3CCCC3)CC2)c(C)cc1-c1cccc(C(F)(F)F)c1. Reaction SMILES: [CH3:32][O-:33].[CH3:35][OH:36].[Cl:1][c:2]1[c:3](-[c:22]2[cH:23][c:24]([C:28]([F:29])([F:30])[F:31])[cH:25][cH:26][cH:27]2)[cH:4][c:5]([CH3:21])[c:6]([C:8](=[O:9])[N:10]2[CH2:11][CH2:12][CH:13]([N:16]3[CH2:17][CH2:18][CH2:19][CH2:20]3)[CH2:14][CH2:15]2)[n:7]1.[Na+:34]>>[c:2]1([O:33][CH3:32])[c:3](-[c:22]2[cH:23][c:24]([C:28]([F:29])([F:30])[F:31])[cH:25][cH:26][cH:27]2)[cH:4][c:5]([CH3:21])[c:6]([C:8](=[O:9])[N:10]2[CH2:11][CH2:12][CH:13]([N:16]3[CH2:17][CH2:18][CH2:19][CH2:20]3)[CH2:14][CH2:15]2)[n:7]1. The reactants are Cl.C1(=CC=CC=C1)C1(CC[C@@]([C@@H]2CNC[C@H]12)(O)C1=C(C=CC=C1)OC)C1=CC=CC=C1 ((3aS,4S,7aS)-7,7-diphenyl-4-(2-methoxyphenyl)perhydroisoindol-4-ol hydrochloride), FC=1C=C2C(=CNC2=CC1)CC(=O)O ((5-fluoro-3-indolyl)acetic acid). Product: C1(=CC=CC=C1)C1(CC[C@@]([C@@H]2CN(C[C@H]12)C(CC1=CNC2=CC=C(C=C12)F)=O)(O)C1=C(C=CC=C1)OC)C1=CC=CC=C1 ((3aS,4S,7aS)-7,7-diphenyl-2-[(5-fluoro-3-indolyl)acetyl]-4-(2-methoxyphenyl)perhydroisoindol-4-ol). Isolated yield 34.1%. Reaction SMILES: Cl.[C:2]1([C:8]2([C:26]3[CH:31]=[CH:30][CH:29]=[CH:28][CH:27]=3)[C@@H:16]3[C@@H:12]([CH2:13][NH:14][CH2:15]3)[C@@:11]([C:18]3[CH:23]=[CH:22][CH:21]=[CH:20][C:19]=3[O:24][CH3:25])([OH:17])[CH2:10][CH2:9]2)[CH:7]=[CH:6][CH:5]=[CH:4][CH:3]=1.[F:32][C:33]1[CH:34]=[C:35]2[C:39](=[CH:40][CH:41]=1)[NH:38][CH:37]=[C:36]2[CH2:42][C:43](O)=[O:44]>>[C:26]1([C:8]2([C:2]3[CH:3]=[CH:4][CH:5]=[CH:6][CH:7]=3)[C@@H:16]3[C@@H:12]([CH2:13][N:14]([C:43](=[O:44])[CH2:42][C:36]4[C:35]5[C:39](=[CH:40][CH:41]=[C:33]([F:32])[CH:34]=5)[NH:38][CH:37]=4)[CH2:15]3)[C@@:11]([C:18]3[CH:23]=[CH:22][CH:21]=[CH:20][C:19]=3[O:24][CH3:25])([OH:17])[CH2:10][CH2:9]2)[CH:31]=[CH:30][CH:29]=[CH:28][CH:27]=1 |f:0.1|. Reported procedure: By working in accordance with the operating method of Example 4, starting from 0.8 g of (3aS,4S,7aS)-7,7-diphenyl-4-(2-methoxyphenyl)perhydroisoindol-4-ol hydrochloride and 0.39 g of (5-fluoro-3-indolyl)acetic acid, 0.36 g of (3aS,4S,7aS)-7,7-diphenyl-2-[(5-fluoro-3-indolyl)acetyl]-4-(2-methoxyphenyl)perhydroisoindol-4-ol is obtained in the form of white crystals which melt with decomposition at 170° C. Starting materials: O[C@@H]1[C@@H](O[C@H]([C@@H]1O)CO)N1C2=NC(=NC(=C2N=C1)NC1CCCC1)N1N=CC(=C1)/C=C/C(=O)OCC (ethyl (2E)-3-(1-{9-[(3S,5S,2R,4R)-3,4-dihydroxy-5-(hydroxymethyl)oxolan-2-yl]-6-(cyclopentylamino)purin-2-yl}pyrazol-4-yl)prop-2-enoate). Reagents/catalysts: [Pd] (Pd/C). Run in CO (MeOH). Yields the product O[C@@H]1[C@@H](O[C@H]([C@@H]1O)CO)N1C2=NC(=NC(=C2N=C1)NC1CCCC1)N1N=CC(=C1)CCC(=O)OCC (ethyl 3-(1-{9-[(3S,5S,2R,4R)-3,4-dihydroxy-5-(hydroxymethyl)oxolan-2-yl]-6-(cyclopentylamino)purin-2-yl}pyrazol-4-yl)propanoate). As a reaction SMILES: [OH:1][C@H:2]1[C@@H:6]([OH:7])[C@H:5]([CH2:8][OH:9])[O:4][C@H:3]1[N:10]1[CH:18]=[N:17][C:16]2[C:11]1=[N:12][C:13]([N:25]1[CH:29]=[C:28](/[CH:30]=[CH:31]/[C:32]([O:34][CH2:35][CH3:36])=[O:33])[CH:27]=[N:26]1)=[N:14][C:15]=2[NH:19][CH:20]1[CH2:24][CH2:23][CH2:22][CH2:21]1>[Pd].CO>[OH:1][C@H:2]1[C@@H:6]([OH:7])[C@H:5]([CH2:8][OH:9])[O:4][C@H:3]1[N:10]1[CH:18]=[N:17][C:16]2[C:11]1=[N:12][C:13]([N:25]1[CH:29]=[C:28]([CH2:30][CH2:31][C:32]([O:34][CH2:35][CH3:36])=[O:33])[CH:27]=[N:26]1)=[N:14][C:15]=2[NH:19][CH:20]1[CH2:24][CH2:23][CH2:22][CH2:21]1. Procedure details: 10 mg of the ethyl (2E)-3-(1-{9-[(3S,5S,2R,4R)-3,4-dihydroxy-5-(hydroxymethyl)oxolan-2-yl]-6-(cyclopentylamino)purin-2-yl}pyrazol-4-yl)prop-2-enoate prepared in the preceding step was combined in a par bottle with 3 mL of MeOH and approximately 5 mg of 10% Pd/C (Aldrich) and the solution hydrogenated at 25-30 psi at room temperature. The Pd/c was filtered off and the filtrate condensed to provide ethyl 3-(1-{9-[(3S,5S,2R,4R)-3,4-dihydroxy-5-(hydroxymethyl)oxolan-2-yl]-6-(cyclopentylamino)purin-2... Starting materials: CC(=O)[O-], CC(C)=O, ClCc1nc(-c2ccc3c(c2)OCO3)c2cc3c(cc2n1)OCO3, [I-], [Na+], [Na+]. Yields the product ICc1nc(-c2ccc3c(c2)OCO3)c2cc3c(cc2n1)OCO3. As a reaction SMILES: [CH3:26][C:27](=[O:28])[O-:29].[CH3:32][C:33](=[O:34])[CH3:35].[Cl:1][CH2:2][c:3]1[n:4][c:5]2[cH:6][c:7]3[c:8]([cH:9][c:10]2[c:11](-[c:13]2[cH:14][c:15]4[c:16]([cH:17][cH:18]2)[O:19][CH2:20][O:21]4)[n:12]1)[O:22][CH2:23][O:24]3.[I-:30].[Na+:25].[Na+:31]>>[CH2:2]([c:3]1[n:4][c:5]2[cH:6][c:7]3[c:8]([cH:9][c:10]2[c:11](-[c:13]2[cH:14][c:15]4[c:16]([cH:17][cH:18]2)[O:19][CH2:20][O:21]4)[n:12]1)[O:22][CH2:23][O:24]3)[I:30].